From a dataset of the Open Reaction Database (ORD), a public repository of structured organic reaction records. describe an organic reaction: reactants, conditions, products, and yield Starting materials: COc1cc(Br)cc(OC)c1, C1CCOC1, CCCCCC, CON(C)C(=O)c1ccc2ncccc2c1, O. The product is COc1cc(OC)cc(C(=O)c2ccc3ncccc3c2)c1. Reaction SMILES: [Br:1][c:2]1[cH:3][c:4]([O:10][CH3:11])[cH:5][c:6]([O:8][CH3:9])[cH:7]1.[CH2:35]1[O:36][CH2:37][CH2:38][CH2:39]1.[CH3:12][CH2:13][CH2:14][CH2:15][CH2:16][CH3:17].[CH3:18][O:19][N:20]([C:21](=[O:22])[c:23]1[cH:24][c:25]2[cH:26][cH:27][cH:28][n:29][c:30]2[cH:31][cH:32]1)[CH3:33].[OH2:34]>>[c:2]1([C:21](=[O:22])[c:23]2[cH:24][c:25]3[cH:26][cH:27][cH:28][n:29][c:30]3[cH:31][cH:32]2)[cH:3][c:4]([O:10][CH3:11])[cH:5][c:6]([O:8][CH3:9])[cH:7]1. Reaction SMILES: [CH3:24][C:25]([Cl:26])=[O:27].[CH3:28][c:29]1[cH:30][cH:31][cH:32][cH:33][cH:34]1.[OH:1][c:2]1[cH:3][cH:4][cH:5][c:6]2[c:17]1[C:15](=[O:16])[c:14]1[c:8]([cH:9][cH:10][cH:11][c:12]1[OH:13])[CH2:7]2.[cH:18]1[cH:19][cH:20][n:21][cH:22][cH:23]1>>[OH:1][c:2]1[cH:3][cH:4][cH:5][c:6]2[c:17]1[C:15](=[O:16])[c:14]1[c:8]([cH:9][cH:10][cH:11][c:12]1[OH:13])[CH:7]2[C:25]([CH3:24])=[O:27]. Product: CC(=O)C1c2cccc(O)c2C(=O)c2c(O)cccc21. Reactants: CC(=O)Cl, Cc1ccccc1, O=C1c2c(O)cccc2Cc2cccc(O)c21, c1ccncc1. Reactants: NC1=C(CNC=2C=3N(C=CC2)C(=C(N3)C)C)C(=CC=C1)C (8-(2-amino-6-methylbenzylamino)-2,3-dimethylimidazo[1,2-a]pyridine), C([O-])(O)=O.[Na+] (sodium bicarbonate), CSCCO (2-methylsulfanylethanol), CN1CCOCC1 (N-methylmorpholine), C(=O)(Cl)Cl (phosgene). Run in ClCCl (dichloromethane), C(C)N(CC)CC (triethylamine), ClCCl (dichloromethane), C1(=CC=CC=C1)C (toluene), ClCCl (dichloromethane). Conditions: temperature 0 celsius, time 15 minute. Product: C(\C=C\C(=O)O)(=O)O.CC=1N=C2N(C=CC=C2NCC2=C(C=CC=C2C)NC(=O)OCCSC)C1C.CC=1N=C2N(C=CC=C2NCC2=C(C=CC=C2C)NC(=O)OCCSC)C1C (2,3-Dimethyl-8-{2-[(2-methylsulfanylethoxy)carbonylamino]-6-methylbenzylamino}imidazo[1,2-a]-pyridine hemifumarate). Isolated yield 47.0%. As a reaction SMILES: [C:1](Cl)(Cl)=[O:2].[CH3:5][S:6][CH2:7][CH2:8][OH:9].CN1CC[O:14][CH2:13]C1.[NH2:17][C:18]1[CH:36]=[CH:35][CH:34]=[C:33]([CH3:37])[C:19]=1[CH2:20][NH:21][C:22]1[C:23]2[N:24]([C:28]([CH3:32])=[C:29]([CH3:31])[N:30]=2)[CH:25]=[CH:26][CH:27]=1.[C:38](=[O:41])(O)[O-:39].[Na+]>C1(C)C=CC=CC=1.ClCCl.C(N(CC)CC)C>[C:1]([OH:2])(=[O:14])/[CH:7]=[CH:8]/[C:38]([OH:39])=[O:41].[CH3:31][C:29]1[N:30]=[C:23]2[C:22]([NH:21][CH2:20][C:19]3[C:33]([CH3:37])=[CH:34][CH:35]=[CH:36][C:18]=3[NH:17][C:13]([O:9][CH2:8][CH2:7][S:6][CH3:5])=[O:14])=[CH:27][CH:26]=[CH:25][N:24]2[C:28]=1[CH3:32].[CH3:31][C:29]1[N:30]=[C:23]2[C:22]([NH:21][CH2:20][C:19]3[C:33]([CH3:37])=[CH:34][CH:35]=[CH:36][C:18]=3[NH:17][C:1]([O:9][CH2:8][CH2:7][S:6][CH3:5])=[O:2])=[CH:27][CH:26]=[CH:25][N:24]2[C:28]=1[CH3:32] |f:4.5,9.10.11|. Procedure: A 20% strength solution of phosgene in toluene (2.8 ml) is diluted with anhydrous dichloromethane (15 ml) and cooled to 0° C. A solution of 2-methylsulfanylethanol (0.46 ml) and N-methylmorpholine (0.59 ml) in anhydrous dichloromethane (10 ml) is then added dropwise. The mixture is kept at 0° C. for a further 15 min, then warmed to RT and stirred for a further 30 min. A suspension of 8-(2-amino-6-methylbenzylamino)-2,3-dimethylimidazo[1,2-a]pyridine (1.0 g) and triethylamine (0.49 ml) in anhydro... Starting materials: N[C@@H]1[C@@H](CCC1)NC(C1=C(C=C(C=C1)C(F)(F)F)CC)=O (cis-N-(2-Amino-cyclopentyl)-2-ethyl-4-trifluoromethyl-benzamide), N[C@@H]1[C@@H](CCC1)NC(C1=C(C=C(C=C1)C(F)(F)F)CC)=O (cis-N-(2-Amino-cyclopentyl)-2-ethyl-4-trifluoromethyl-benzamide), C1(CCCC1)=O (cyclopentanone). Product: C1(CCCC1)N[C@@H]1[C@@H](CCC1)NC(C1=C(C=C(C=C1)C(F)(F)F)CC)=O (cis-N-(2-Cyclopentylamino-cyclopentyl)-2-ethyl-4-trifluoromethyl-benzamide). RXN SMILES: [NH2:1][C@H:2]1[CH2:6][CH2:5][CH2:4][C@H:3]1[NH:7][C:8](=[O:21])[C:9]1[CH:14]=[CH:13][C:12]([C:15]([F:18])([F:17])[F:16])=[CH:11][C:10]=1[CH2:19][CH3:20].[C:22]1(=O)[CH2:26][CH2:25][CH2:24][CH2:23]1>>[CH:22]1([NH:1][C@H:2]2[CH2:6][CH2:5][CH2:4][C@H:3]2[NH:7][C:8](=[O:21])[C:9]2[CH:14]=[CH:13][C:12]([C:15]([F:17])([F:18])[F:16])=[CH:11][C:10]=2[CH2:19][CH3:20])[CH2:26][CH2:25][CH2:24][CH2:23]1. Procedure details: The title compound, white solid, MS: m/e=369.2 [(M+H)+], was prepared in accordance with the general method of example 11 from cis-N-(2-Amino-cyclopentyl)-2-ethyl-4-trifluoromethyl-benzamide (intermediate S) and cyclopentanone. Reactants: FC(OC1=CC=C(CNC2=NOC(C2)COC=2C=C3CCC(NC3=CC2)=O)C=C1)F (6-((3-((4-(difluoromethoxy)benzyl)amino)-4,5-dihydroisoxazol-5-yl)methoxy)-3,4-dihydroquinolin-2(1H)-one), N1C=NC=C1 (imidazole), II (iodine). The solvent is C1(=CC=CC=C1)C (toluene), C(C)(=O)OCC (ethyl acetate). Conditions: temperature 110 celsius. The product is FC(OC1=CC=C(CNC2=NOC(=C2)COC=2C=C3C=CC(NC3=CC2)=O)C=C1)F (6-((3-(4-(difluoromethoxy)benzylamino)isoxazol-5-yl)methoxy)quinolin-2(1H)-one). The yield is 19.4%. As a reaction SMILES: [F:1][CH:2]([F:30])[O:3][C:4]1[CH:29]=[CH:28][C:7]([CH2:8][NH:9][C:10]2[CH2:14][CH:13]([CH2:15][O:16][C:17]3[CH:18]=[C:19]4[C:24](=[CH:25][CH:26]=3)[NH:23][C:22](=[O:27])[CH2:21][CH2:20]4)[O:12][N:11]=2)=[CH:6][CH:5]=1.N1C=CN=C1.II>C1(C)C=CC=CC=1.C(OCC)(=O)C>[F:30][CH:2]([F:1])[O:3][C:4]1[CH:5]=[CH:6][C:7]([CH2:8][NH:9][C:10]2[CH:14]=[C:13]([CH2:15][O:16][C:17]3[CH:18]=[C:19]4[C:24](=[CH:25][CH:26]=3)[NH:23][C:22](=[O:27])[CH:21]=[CH:20]4)[O:12][N:11]=2)=[CH:28][CH:29]=1. Reported procedure: Into a sealed tube was placed a solution of 6-((3-((4-(difluoromethoxy)benzyl)amino)-4,5-dihydroisoxazol-5-yl)methoxy)-3,4-dihydroquinolin-2(1H)-one (0.12 g, 0.287 mmol), imidazole (0.117 g, 1.725 mmol), and iodine (0.219 g, 0.862 mmol) in toluene (5 mL). The tube was sealed and heated at 110° C. for 24 h. The reaction mixture was diluted with ethyl acetate, washed with 10% Na2S2O4 and brine, dried over Na2SO4, and concentrated. The crude product was purified by preparative HPLC on an Xbridge ph...